Dataset: the Open Reaction Database (ORD), a public repository of structured organic reaction records. Task: describe an organic reaction: reactants, conditions, products, and yield Solvent: C(C)(=O)OCC (ethyl acetate), O1CCCC1 (tetrahydrofuran). Yields the product ClC[SiH](CC1=CC=C(C=C1)Cl)C1=C(C=CC=C1)Cl (Chloromethyl(2-chlorophenyl)(4-chlorophenyl)methylsilane). Procedure: A solution of 6.3 ml (8.2 g, 0.05 mol) of chloromethyl(dichloro)methylsilane and 8.1 g (0.05 mol) of 2-bromochlorobenzene in 75 ml of dry tetrahydrofuran was chilled to -60° under N2 and stirred while 31 ml (0.05 mol) of 1.6 molar n-butyllithiumhexane solution was added at a rate that held the mixture below -55°. With continued cooling and stirring, 8.1 g (0.05 mol) of 4-bromochlorobenzene was added as a solid, followed by another 31 ml portion of the 1.6 molar n-butyllithium solution at a rate ... The yield is 95.0%. As a reaction SMILES: [Cl:1][CH2:2][SiH2:3][CH:4](Cl)Cl.Br[C:8]1[CH:13]=[CH:12][CH:11]=[CH:10][C:9]=1[Cl:14].CCCCCC.C([Li])CCC.Br[C:27]1[CH:32]=[CH:31][C:30]([Cl:33])=[CH:29][CH:28]=1.C([Li])CCC>O1CCCC1.C(OCC)(=O)C>[Cl:1][CH2:2][SiH:3]([C:31]1[CH:32]=[CH:27][CH:28]=[CH:29][C:30]=1[Cl:33])[CH2:4][C:12]1[CH:11]=[CH:10][C:9]([Cl:14])=[CH:8][CH:13]=1 |f:2.3|. Reactants: BrC1=CC=C(C=C1)Cl (4-bromochlorobenzene), ClC[SiH2]C(Cl)Cl (chloromethyl(dichloro)methylsilane), BrC1=C(C=CC=C1)Cl (2-bromochlorobenzene), CCCCCC.C(CCC)[Li] (n-butyllithiumhexane), C(CCC)[Li] (n-butyllithium).